From a dataset of the Open Reaction Database (ORD), a public repository of structured organic reaction records. describe an organic reaction: reactants, conditions, products, and yield Reaction conditions: temperature 35 celsius, time 15 hour. Procedure: To 6 mL of methanol were added 5 mL of a mixture of formic acid-triethylamine (5:2 in molar ratio), 1.0 g of methyl 4,4,4-trifluoro-3-oxobutanoate, and 7.5 mg of RuCl[(1R,2R)-p-TsNHCH(C6H5)CH(C6H5)NH2] (p-cymene), and the whole was stirred at 35° C. for 15 hours, followed by concentration under reduced pressure using an evaporator. To the resulting concentrate were added 10 mL of water and 10 mL of ethyl acetate, and then a saturated sodium carbonate aqueous solution was added thereto under stir... The product is FC(C(CC(=O)OC)O)(F)F (methyl 4,4,4-trifluoro-3-hydroxybutanoate). Starting materials: CO (methanol), mixture, FC(C(CC(=O)OC)=O)(F)F (methyl 4,4,4-trifluoro-3-oxobutanoate), CC=1C=CC(=CC1)C(C)C (p-cymene). Solvent: C(C)N(CC)CC.C(=O)O (formic acid-triethylamine). RXN SMILES: CO.[F:3][C:4]([F:13])([F:12])[C:5](=[O:11])[CH2:6][C:7]([O:9][CH3:10])=[O:8].CC1C=CC(C(C)C)=CC=1>C(N(CC)CC)C.C(O)=O>[F:3][C:4]([F:12])([F:13])[CH:5]([OH:11])[CH2:6][C:7]([O:9][CH3:10])=[O:8] |f:3.4|. The reactants are [BH4-], O=C([O-])O, COC(=O)C1CC(O[Si](C)(C)C(C)(C)C)CN1C(=O)OC(C)(C)C, [K+], [Li+], O. Product: CC(C)(C)OC(=O)N1CC(O[Si](C)(C)C(C)(C)C)CC1CO. Reaction SMILES: [BH4-:1].[C:27](=[O:28])([O-:29])[OH:30].[C:3]([CH3:4])([CH3:5])([CH3:6])[Si:7]([O:8][CH:9]1[CH2:10][CH:11]([C:21](=[O:22])[O:23][CH3:24])[N:12]([C:14](=[O:15])[O:16][C:17]([CH3:18])([CH3:19])[CH3:20])[CH2:13]1)([CH3:25])[CH3:26].[K+:31].[Li+:2].[OH2:32]>>[C:3]([CH3:4])([CH3:5])([CH3:6])[Si:7]([O:8][CH:9]1[CH2:10][CH:11]([CH2:21][OH:22])[N:12]([C:14](=[O:15])[O:16][C:17]([CH3:18])([CH3:19])[CH3:20])[CH2:13]1)([CH3:25])[CH3:26]. Reactants: [H-].[H-].[H-].[H-].[Li+].[Al+3] (LAH), C(CCCCCCCC)OC=1C=C(C(=O)OC)C=C(C1)OCCCCCCCCC (Methyl 3,5-dinonyloxybenzoate). Solvent: C1CCOC1 (THF), C1CCOC1 (THF). Reaction conditions: time 30 minute. Product: C(CCCCCCCCCCC)OC=1C=C(CO)C=C(C1)OCCCCCCCCCCCC (3,5-didodecoxybenzyl Alcohol). Reaction SMILES: [H-].[H-].[H-].[H-].[Li+].[Al+3].[CH2:7]([O:16][C:17]1[CH:18]=[C:19]([CH:24]=[C:25]([O:27][CH2:28][CH2:29][CH2:30][CH2:31][CH2:32][CH2:33][CH2:34][CH2:35][CH3:36])[CH:26]=1)[C:20]([O:22]C)=O)[CH2:8][CH2:9][CH2:10][CH2:11][CH2:12][CH2:13][CH2:14][CH3:15]>C1COCC1>[CH2:28]([O:27][C:25]1[CH:24]=[C:19]([CH:18]=[C:17]([O:16][CH2:7][CH2:8][CH2:9][CH2:10][CH2:11][CH2:12][CH2:13][CH2:14][CH2:15][CH2:10][CH2:11][CH3:12])[CH:26]=1)[CH2:20][OH:22])[CH2:29][CH2:30][CH2:31][CH2:32][CH2:33][CH2:34][CH2:35][CH2:36][CH2:7][CH2:8][CH3:9] |f:0.1.2.3.4.5|. Reported procedure: To a flame dried 1 L RBF containing a stir bar, LAH (1.80 g, 47.5 mmol) was added. The RBF was placed in an ice bath and the reaction was capped with a septum containing a nitrogen gas line and an out-vent. Dry THF (10 mL) was added through the septum while the mixture was stirring. Methyl 3,5-dinonyloxybenzoate (20 g, 39.6 mmol) was dissolved and added in 60 mL dry THF, drop-wise through the septum. After 30 minutes, the nitrogen line and out-vent were removed and the septum was changed. The mi...